Dataset: the Open Reaction Database (ORD), a public repository of structured organic reaction records. Task: describe an organic reaction: reactants, conditions, products, and yield Reactants: C(=O)(O)[O-].[Na+] (NaHCO3), O (water), C(CCC)C1=NC=2C(=NC(=C(C2)C2=CC=CC=C2)C=O)N1CC1=CC=C(C=C1)C1=C(C=CC=C1)C1=NN=NN1C(C)OCC (2-butyl-3-{2'-[l-(1-ethoxyethyl)-1H-tetrazol-5-yl]-biphenyl-4-ylmethyl}-5-formyl-6-phenyl-3H-imidazo[4,5-b]pyridine), C(CO)O (ethylene glycol). The reagents and catalysts are C1(=CC=C(C=C1)S(=O)(=O)O)C (p-toluenesulfonic acid). Solvent: C1=CC=CC=C1 (benzene). Product: C(CCC)C1=NC=2C(=NC(=C(C2)C2=CC=CC=C2)C2OCCO2)N1CC1=CC=C(C=C1)C1=C(C=CC=C1)C1=NN=NN1 (2-butyl-5-(1,3-dioxolan-2-yl)-6-phenyl-3-[2'-(1H-tetrazol-5-yl)-biphenyl-4-ylmethyl]-3H-imidazo[4,5-b]pyridine). Isolated yield 84.9%. Reaction SMILES: [CH2:1]([C:5]1[N:21]([CH2:22][C:23]2[CH:28]=[CH:27][C:26]([C:29]3[CH:34]=[CH:33][CH:32]=[CH:31][C:30]=3[C:35]3[N:39](C(OCC)C)[N:38]=[N:37][N:36]=3)=[CH:25][CH:24]=2)[C:8]2=[N:9][C:10]([CH:19]=[O:20])=[C:11]([C:13]3[CH:18]=[CH:17][CH:16]=[CH:15][CH:14]=3)[CH:12]=[C:7]2[N:6]=1)[CH2:2][CH2:3][CH3:4].[CH2:45](O)[CH2:46][OH:47].C([O-])(O)=O.[Na+].O>C1C=CC=CC=1.C1(C)C=CC(S(O)(=O)=O)=CC=1>[CH2:1]([C:5]1[N:21]([CH2:22][C:23]2[CH:28]=[CH:27][C:26]([C:29]3[CH:34]=[CH:33][CH:32]=[CH:31][C:30]=3[C:35]3[NH:36][N:37]=[N:38][N:39]=3)=[CH:25][CH:24]=2)[C:8]2=[N:9][C:10]([CH:19]3[O:20][CH2:45][CH2:46][O:47]3)=[C:11]([C:13]3[CH:18]=[CH:17][CH:16]=[CH:15][CH:14]=3)[CH:12]=[C:7]2[N:6]=1)[CH2:2][CH2:3][CH3:4] |f:2.3|. Procedure details: 0.1 g(0.000169 mole) of the aldehyde compound obtained in step 11 of Example 1 and 0.032 g(0.000507 mole) of ethylene glycol were dissolved in 5 ml of benzene and to the resulting solution was added 0.01 mg of p-toluenesulfonic acid. The resultant was refluxed for 6 hours and thereto were added 1 ml of aqueous saturated NaHCO3 solution and 5 ml of water. The reaction solution was extracted with ethyl acetate(5 ml×3) and the organic layer was dried over Na2SO4 and concentrated under reduced press... Reactants: N1N=CC(=C1)C=1C=NC=CC1 (3-(1H-pyrazol-4-yl)pyridine), BrC1=CC=CC(=N1)C1=NC=CC=N1 (2-(6-bromopyridin-2-yl)pyrimidine), C([O-])([O-])=O.[K+].[K+] (potassium carbonate). Solvent: CN(C)C=O (DMF). Conditions: temperature 120 celsius, time 16 hour. The product is N1=CC(=CC=C1)C=1C=NN(C1)C1=CC=CC(=N1)C1=NC=CC=N1 (2-{6-[4-(Pyridin-3-yl)-1H-pyrazol-1-yl]pyridin-2-yl}pyrimidine). As a reaction SMILES: [NH:1]1[CH:5]=[C:4]([C:6]2[CH:7]=[N:8][CH:9]=[CH:10][CH:11]=2)[CH:3]=[N:2]1.Br[C:13]1[N:18]=[C:17]([C:19]2[N:24]=[CH:23][CH:22]=[CH:21][N:20]=2)[CH:16]=[CH:15][CH:14]=1.C(=O)([O-])[O-].[K+].[K+]>CN(C=O)C>[N:8]1[CH:9]=[CH:10][CH:11]=[C:6]([C:4]2[CH:5]=[N:1][N:2]([C:13]3[N:18]=[C:17]([C:19]4[N:20]=[CH:21][CH:22]=[CH:23][N:24]=4)[CH:16]=[CH:15][CH:14]=3)[CH:3]=2)[CH:7]=1 |f:2.3.4|. Procedure: DMF was added to 0.8 g (5.5 mmol) of 3-(1H-pyrazol-4-yl)pyridine (Angew. Chemie, 2006, 118 (8) 1304), 1.3 g (5.5 mmol) of 2-(6-bromopyridin-2-yl)pyrimidine (WO 2010/006713), 0.29 g (0.82 mmol) of copper-8-hydroxyquinoline complex (cf. Tetrahedron Lett, 2006, 149) and 2.28 g (16.5 mmol) of potassium carbonate, and the mixture was stirred at 120° C. under argon for 16 hours. The entire reaction mixture was then concentrated under reduced pressure. The residue was admixed with aqueous citric acid, ... The reactants are [N+](=O)([O-])C=1C=CC2=C(C1)C(C2)=O (5-nitrocyclobutabenzen-1(2H)-one). The reagents and catalysts are [Pd] (palladium on carbon). Solvent: C(C)O (ethanol). Reaction conditions: time 16 hour. Yields the product NC=1C=CC2=C(C1)C(C2)=O (5-aminocyclobutabenzen-1(2H)-one). Reaction SMILES: [N+:1]([C:4]1[CH:5]=[CH:6][C:7]2[CH2:11][C:10](=[O:12])[C:8]=2[CH:9]=1)([O-])=O>C(O)C.[Pd]>[NH2:1][C:4]1[CH:5]=[CH:6][C:7]2[CH2:11][C:10](=[O:12])[C:8]=2[CH:9]=1. Procedure: To a solution of 5-nitrocyclobutabenzen-1(2H)-one (900 mg, 5.52 mmol) in ethanol (25 mL) under a stream of nitrogen was added palladium on carbon (587 mg, 10%, 0.55 mmol). The mixture was placed under a hydrogen atmosphere (balloon) and stirred at ambient temperature for 16 hours. The reaction vessel was charged with nitrogen and the mixture filtered (ethanol wash). The filtrate was concentrated and purified by chromatography (silica gel, 20% EtOAc/hexanes) to provide the title compound. MS (DCI... Starting materials: COc1ccccc1COCCCOc1ccc(C2CCN(C(=O)OC(C)(C)C)CC2OCc2cccc3c2N(COCC[Si](C)(C)C)C(=O)CC3(C)C)cc1, CCCC[N+](CCCC)(CCCC)CCCC, [F-], C1CCOC1. The product is COc1ccccc1COCCCOc1ccc(C2CCN(C(=O)OC(C)(C)C)CC2OCc2cccc3c2NC(=O)CC3(C)C)cc1. Reaction SMILES: [CH3:1][C:2]1([CH3:56])[CH2:3][C:4](=[O:55])[N:5]([CH2:47][O:48][CH2:49][CH2:50][Si:51]([CH3:52])([CH3:53])[CH3:54])[c:6]2[c:7]([CH2:12][O:13][CH:14]3[CH2:15][N:16]([C:40](=[O:41])[O:42][C:43]([CH3:44])([CH3:45])[CH3:46])[CH2:17][CH2:18][CH:19]3[c:20]3[cH:21][cH:22][c:23]([O:26][CH2:27][CH2:28][CH2:29][O:30][CH2:31][c:32]4[c:33]([O:38][CH3:39])[cH:34][cH:35][cH:36][cH:37]4)[cH:24][cH:25]3)[cH:8][cH:9][cH:10][c:11]21.[CH3:58][CH2:59][CH2:60][CH2:61][N+:62]([CH2:63][CH2:64][CH2:65][CH3:66])([CH2:67][CH2:68][CH2:69][CH3:70])[CH2:71][CH2:72][CH2:73][CH3:74].[F-:57].[O:75]1[CH2:76][CH2:77][CH2:78][CH2:79]1>>[CH3:1][C:2]1([CH3:56])[CH2:3][C:4](=[O:55])[NH:5][c:6]2[c:7]([CH2:12][O:13][CH:14]3[CH2:15][N:16]([C:40](=[O:41])[O:42][C:43]([CH3:44])([CH3:45])[CH3:46])[CH2:17][CH2:18][CH:19]3[c:20]3[cH:21][cH:22][c:23]([O:26][CH2:27][CH2:28][CH2:29][O:30][CH2:31][c:32]4[c:33]([O:38][CH3:39])[cH:34][cH:35][cH:36][cH:37]4)[cH:24][cH:25]3)[cH:8][cH:9][cH:10][c:11]21. Starting materials: NC(CCCCC(=O)OC)C1=C(C=CC=C1OC)OC (methyl 6-amino-6-(2,6-dimethoxyphenyl)hexanoate), C1(=CC=CC=C1)C=1C=NC=C(C=O)C1 (5-phenylnicotinaldehyde). Yields the product COC1=C(C(=CC=C1)OC)C1CCCCC(N1CC=1C=NC=C(C1)C1=CC=CC=C1)=O (7-(2,6-dimethoxyphenyl)-1-((5-phenylpyridin-3-yl)methyl)azepan-2-one). RXN SMILES: [NH2:1][CH:2]([C:11]1[C:16]([O:17][CH3:18])=[CH:15][CH:14]=[CH:13][C:12]=1[O:19][CH3:20])[CH2:3][CH2:4][CH2:5][CH2:6][C:7]([O:9]C)=O.[C:21]1([C:27]2[CH:28]=[N:29][CH:30]=[C:31]([CH:34]=2)[CH:32]=O)[CH:26]=[CH:25][CH:24]=[CH:23][CH:22]=1>>[CH3:20][O:19][C:12]1[CH:13]=[CH:14][CH:15]=[C:16]([O:17][CH3:18])[C:11]=1[CH:2]1[N:1]([CH2:32][C:31]2[CH:30]=[N:29][CH:28]=[C:27]([C:21]3[CH:22]=[CH:23][CH:24]=[CH:25][CH:26]=3)[CH:34]=2)[C:7](=[O:9])[CH2:6][CH2:5][CH2:4][CH2:3]1. Reported procedure: Prepared according to the described general procedure 1 (GP1) by reaction of methyl 6-amino-6-(2,6-dimethoxyphenyl)hexanoate with 5-phenylnicotinaldehyde. Subsequent purification by preparative HPLC afforded the target compound. LC-MS (conditions I): tR=1.26 min.; [M+H]+: 417.20 g/mol. Conditions: temperature -78 celsius, time 1.5 hour. Procedure: Sec-butyl lithium (26.8 mL of a 1.4M solution in cyclohexane; 1.2 eq) was added dropwise to a solution of N-tert-butyloxycarbonyl-octahydrocyclopenta[c]pyrrole (6.6 gm) and tetramethylethylenediamine (TMEDA) (4.69 mL, 1 eq) in diethyl ether (63 mL) at −78° C., and allowed to stir for 1.5 hours. Ethylchloroformate (6 mL, 2 eq) in diethylether (10 mL) was added dropwise to the reaction mixture (maintaining the temperature at −78° C.), and the reaction mixture was allowed to rise to room temperatur... Reactants: C(C)(C)(C)OC(=O)N1CC2C(C1)CCC2 (N-tert-butyloxycarbonyl-octahydrocyclopenta[c]pyrrole), CN(CCN(C)C)C (tetramethylethylenediamine), C(C)(CC)[Li] (Sec-butyl lithium), solution, Cl (hydrochloric acid), O1CCCC1 (tetrahydrofuran), C(C)OC(=O)Cl (Ethylchloroformate). Reaction SMILES: C([Li])(CC)C.[C:6]([O:10][C:11]([N:13]1[CH2:17][CH:16]2[CH2:18][CH2:19][CH2:20][CH:15]2[CH2:14]1)=[O:12])([CH3:9])([CH3:8])[CH3:7].CN(C)CCN(C)C.[CH2:29]([O:31][C:32](Cl)=[O:33])[CH3:30].Cl.O1CCCC1>C1CCCCC1.C(OCC)C.C(OCC)(=O)C>[CH:14]1([C:32]([O:31][CH2:29][CH3:30])=[O:33])[CH:15]2[CH2:20][CH2:19][CH2:18][CH:16]2[CH2:17][N:13]1[C:11]([O:10][C:6]([CH3:9])([CH3:7])[CH3:8])=[O:12]. Product: C1(N(CC2C1CCC2)C(=O)OC(C)(C)C)C(=O)OCC (2-tert-butyl 1-ethyl hexahydrocyclopenta[c]pyrrole-1,2(1H)-dicarboxylate). The solvent is C(C)OCC (diethyl ether), C(C)(=O)OCC (ethyl acetate), C1CCCCC1 (cyclohexane), C(C)OCC (diethylether). The reactants are BrC1=NN(C2=CC=C(C=C12)C#N)C(=O)OC(C)(C)C (tert-butyl 3-bromo-5-cyano-1H-1-indazolecarboxylate), C(C)(C)(C)P(C1=C(C=CC=C1)C1=CC=CC=C1)C(C)(C)C (2-(di-tert-butylphosphino)biphenyl), [F-].[K+] (potassium fluoride), S1C2=C(C=C1B(O)O)C=CC=C2 (2-benzo[b]thiopheneboronic acid). As a reaction SMILES: Br[C:2]1[C:10]2[C:5](=[CH:6][CH:7]=[C:8]([C:11]#[N:12])[CH:9]=2)[N:4](C(OC(C)(C)C)=O)[N:3]=1.C(P(C(C)(C)C)C1C=CC=CC=1C1C=CC=CC=1)(C)(C)C.[F-].[K+].[S:43]1[C:47](B(O)O)=[CH:46][C:45]2[CH:51]=[CH:52][CH:53]=[CH:54][C:44]1=2>O1CCCC1.C([O-])(=O)C.[Pd+2].C([O-])(=O)C>[S:43]1[C:47]([C:2]2[C:10]3[C:5](=[CH:6][CH:7]=[C:8]([C:11]#[N:12])[CH:9]=3)[NH:4][N:3]=2)=[CH:46][C:45]2[CH:51]=[CH:52][CH:53]=[CH:54][C:44]1=2 |f:2.3,6.7.8|. Conditions: temperature 50 celsius, time 1 hour. The reagents and catalysts are C(C)(=O)[O-].[Pd+2].C(C)(=O)[O-] (palladium(II) acetate). Reported procedure: To a solution of 600 mg of tert-butyl 3-bromo-5-cyano-1H-1-indazolecarboxylate produced in Production Example I-14-b in 9 ml tetrahydrofuran were added 21 mg of palladium(II) acetate, 57 mg of 2-(di-tert-butylphosphino)biphenyl, 357 mg of potassium fluoride and 498 mg of 2-benzo[b]thiopheneboronic acid, and the mixture was stirred at 50° C. for 1 hour. After removing the solvent by distillation, the residue was dissolved in 2 ml of methylene chloride. 4 ml of trifluoroacetic acid was added and t... The yield is 57.3%. Product: S1C2=C(C=C1C1=NNC3=CC=C(C=C13)C#N)C=CC=C2 (3-Benzo[b]thiophen-2-yl-1H-5-indazolecarbonitrile). Solvent: O1CCCC1 (tetrahydrofuran). Reactants: O=C1OCC2=CC(=CC=C12)NC(C(CC(C)(C)C1=C(C=CC(=C1)F)OC)(O)CC1=CC=CC=C1)=O (2-benzyl-4-(5-fluoro-2-methoxyphenyl)-2-hydroxy-4-methylpentanoic acid (1-oxo-1,3-dihydroisobenzofuran-5-yl)amide), B(Br)(Br)Br (boron tribromide). Solvent: C(Cl)Cl (methylene chloride). Conditions: time 3 hour. Yields the product O=C1OCC2=CC(=CC=C12)NC(C(CC(C)(C)C1=C(C=CC(=C1)F)O)(O)CC1=CC=CC=C1)=O (2-benzyl-4-(5-fluoro-2-hydroxyphenyl)-2-hydroxy-4-methylpentanoic acid (1-oxo-1,3-dihydroisobenzofuran-5-yl)amide). As a reaction SMILES: [O:1]=[C:2]1[C:10]2[C:5](=[CH:6][C:7]([NH:11][C:12](=[O:35])[C:13]([CH2:28][C:29]3[CH:34]=[CH:33][CH:32]=[CH:31][CH:30]=3)([OH:27])[CH2:14][C:15]([C:18]3[CH:23]=[C:22]([F:24])[CH:21]=[CH:20][C:19]=3[O:25]C)([CH3:17])[CH3:16])=[CH:8][CH:9]=2)[CH2:4][O:3]1.B(Br)(Br)Br>C(Cl)Cl>[O:1]=[C:2]1[C:10]2[C:5](=[CH:6][C:7]([NH:11][C:12](=[O:35])[C:13]([CH2:28][C:29]3[CH:30]=[CH:31][CH:32]=[CH:33][CH:34]=3)([OH:27])[CH2:14][C:15]([C:18]3[CH:23]=[C:22]([F:24])[CH:21]=[CH:20][C:19]=3[OH:25])([CH3:17])[CH3:16])=[CH:8][CH:9]=2)[CH2:4][O:3]1. Reported procedure: To a stirred solution of 2-benzyl-4-(5-fluoro-2-methoxyphenyl)-2-hydroxy-4-methylpentanoic acid (1-oxo-1,3-dihydroisobenzofuran-5-yl)amide (25 mg, 0.053 mmol) in anhydrous methylene chloride (1 mL) and cooled in ice was added boron tribromide (0.3 mL of 1 M solution in methylene chloride, 0.3 mmol). The reaction was stirred at room temperature for 3 hours and then quenched with water (5 mL). Methylene chloride (25 mL) was added, the organic layer separated, dried over anhydrous sodium sulfate an... The reactants are C(C)(C)N(C(C)C)CC (N,N-diisopropylethylamine), ClC=1C2=C(N=CN1)CCN(C2)C2=C(C#N)C=C(C=C2)C (2-(4-chloro-7,8-dihydropyrido[4,3-d]pyrimidin-6(5H)-yl)-5-methylbenzonitrile), C(C)(C)C1=NC=C(C=N1)CN ((2-isopropylpyrimidin-5-yl)methanamine), Intermediate 13. The solvent is C(C)#N (acetonitrile). Product: C(C)(C)C1=NC=C(C=N1)CNC=1C2=C(N=CN1)CCN(C2)C2=C(C#N)C=C(C=C2)C (2-{4-[(2-Isopropyl-pyrimidin-5-ylmethyl)-amino]-7,8-dihydro-5H-pyrido[4,3-d]pyrimidin-6-yl}-5-methyl-benzonitrile). RXN SMILES: Cl[C:2]1[C:3]2[CH2:11][N:10]([C:12]3[CH:19]=[CH:18][C:17]([CH3:20])=[CH:16][C:13]=3[C:14]#[N:15])[CH2:9][CH2:8][C:4]=2[N:5]=[CH:6][N:7]=1.[CH:21]([C:24]1[N:29]=[CH:28][C:27]([CH2:30][NH2:31])=[CH:26][N:25]=1)([CH3:23])[CH3:22].C(N(CC)C(C)C)(C)C>C(#N)C>[CH:21]([C:24]1[N:29]=[CH:28][C:27]([CH2:30][NH:31][C:2]2[C:3]3[CH2:11][N:10]([C:12]4[CH:19]=[CH:18][C:17]([CH3:20])=[CH:16][C:13]=4[C:14]#[N:15])[CH2:9][CH2:8][C:4]=3[N:5]=[CH:6][N:7]=2)=[CH:26][N:25]=1)([CH3:23])[CH3:22]. Procedure: A reaction mixture of 2-(4-chloro-7,8-dihydropyrido[4,3-d]pyrimidin-6(5H)-yl)-5-methylbenzonitrile (80 mg, 0.28 mmol) and (2-isopropylpyrimidin-5-yl)methanamine (60 mg, 0.40 mmol) (prepared similarly according to the method for Intermediate 13) in acetonitrile (1 mL) and N,N-diisopropylethylamine (0.3 mL, 2 mmol) was subjected to microwave irradiation at 185° C. for 3 h. The reaction mixture was concentrated and purified by semi-preparative HPLC (100×20.2 mm, C18 column; 40-60% CH3CN-water [10 m... The reactants are S1C=C(C=C1)S(=O)(=O)N (3-thiophenesulfonamide), [OH-].[Na+] (NaOH), ClC1=CC=C(C=C1)N=C=O (4-chlorophenyl isocyanate). Product: ClC1=CC=C(C=C1)NC(=O)NS(=O)(=O)C1=CSC=C1 (N-[[(4-chlorophenyl)amino]carbonyl]-3-thiophenesulfonamide). RXN SMILES: [S:1]1[CH:5]=[CH:4][C:3]([S:6]([NH2:9])(=[O:8])=[O:7])=[CH:2]1.[OH-].[Na+].[Cl:12][C:13]1[CH:18]=[CH:17][C:16]([N:19]=[C:20]=[O:21])=[CH:15][CH:14]=1>CC(C)=O.Cl>[Cl:12][C:13]1[CH:18]=[CH:17][C:16]([NH:19][C:20]([NH:9][S:6]([C:3]2[CH:4]=[CH:5][S:1][CH:2]=2)(=[O:8])=[O:7])=[O:21])=[CH:15][CH:14]=1 |f:1.2|. The yield is 73.5%. Run in CC(=O)C (acetone), Cl (HCl), CC(=O)C (acetone). Procedure details: Procedure of Example 4B was followed with 3-thiophenesulfonamide (1.1 g, 6.81 mmole), acetone (10 ml), 1N NaOH (6.8 ml), 4-chlorophenyl isocyanate (1.05 g, 6.8 mmole) in acetone (10 ml), 1N HCl (8 ml) to give the N-[[(4-chlorophenyl)amino]carbonyl]-3-thiophenesulfonamide (1.44 g, 4 5 mmole).